From a dataset of the Open Reaction Database (ORD), a public repository of structured organic reaction records. describe an organic reaction: reactants, conditions, products, and yield Starting materials: CC1=CC=[N+](C=C1)[O-] (4-methylpyridine-N-oxide), F[B-](F)(F)F.C[O+](C)C (trimethyloxonium tetrafluoroborate). Run in C(Cl)Cl (methylene chloride). Reaction conditions: time 90 minute. The product is CC1=CC(=NC=C1)CO ((4-methyl-2-pyridinyl)methanol). Yield: 69.7%. As a reaction SMILES: [CH3:1][C:2]1[CH:7]=[CH:6][N+:5]([O-])=[CH:4][CH:3]=1.F[B-](F)(F)F.[CH3:14][O+:15](C)C>C(Cl)Cl>[CH3:1][C:2]1[CH:7]=[CH:6][N:5]=[C:4]([CH2:14][OH:15])[CH:3]=1 |f:1.2|. Reported procedure: 4-methylpyridine-N-oxide (3.7 g) was dissolved in methylene chloride (68 ml), trimethyloxonium tetrafluoroborate (5.0 g) was added to the mixture, and the mixture was stirred for 90 minutes at room temperature. The solvent was removed under reduced pressure, the obtained residue was dissolved in methanol, and an aqueous solution (6.8 ml) of ammonium peroxodisulfate (1.54 g) was added under heat reflux. An aqueous solution (3.4 ml) of ammonium peroxodisulfate (0.77 g) was further added to the mix... Run in ClCCl (dichloromethane). The product is CON(C([C@@H](NC(=O)OC(C)(C)C)CC(C)C)=O)C (N-(t-Butyloxycarbonyl)-L-leucine N-Methoxy-N-methylamide). Reaction conditions: time 24 hour. Starting materials: C(C)(C)(C)OC(=O)N[C@@H](CC(C)C)C(=O)O (N-(t-butyloxycarbonyl)-L-leucine), Cl.CON (methoxyamine hydrochloride), ON1N=NC2=C1C=CC=C2 (1-hydroxybenzotriazole), C1(CCCCC1)N=C=NC1CCCCC1 (dicyclohexylcarbodiimide), CN1CCOCC1 (4-methylmorpholine). Reported procedure: A mixture of 8.30 g (34.6 mmol) of N-(t-butyloxycarbonyl)-L-leucine, 4.03 g (41.5 mmol) of methoxyamine hydrochloride, 5.60 g (41.5 mmol) of 1-hydroxybenzotriazole, 8.55 g (41.5 mmol) of dicyclohexylcarbodiimide, and 4.56 ml (41.5 mmol) of 4-methylmorpholine in 200 ml of dichloromethane was stirred at ambient temperature for 24 h. The resulting mixture was filtered, and the filtrate was concentrated in vacuo. The residue was partitioned between ethyl acetate and 1N HCl, and the organic phase was... The yield is 75.4%. Reaction SMILES: [C:1]([O:5][C:6]([NH:8][C@H:9]([C:14]([OH:16])=O)[CH2:10][CH:11]([CH3:13])[CH3:12])=[O:7])([CH3:4])([CH3:3])[CH3:2].Cl.[CH3:18][O:19][NH2:20].ON1C2C=CC=C[C:25]=2N=N1.C1(N=C=NC2CCCCC2)CCCCC1.CN1CCOCC1>ClCCl>[CH3:18][O:19][N:20]([CH3:25])[C:14](=[O:16])[C@H:9]([CH2:10][CH:11]([CH3:12])[CH3:13])[NH:8][C:6]([O:5][C:1]([CH3:2])([CH3:3])[CH3:4])=[O:7] |f:1.2|. The reactants are CC1=NC(CC2=CC=CC=C12)C (1,3-dimethyl-3,4-dihydroisoquinoline). The reagents and catalysts are [Pd] (palladium-on-carbon). Solvent: C(C)O (ethanol). Reaction conditions: time 2 hour. The product is CC1NC(CC2=CC=CC=C12)C (1,3-dimethyl-1,2,3,4-tetrahydroisoquinoline). As a reaction SMILES: [CH3:1][C:2]1[C:11]2[C:6](=[CH:7][CH:8]=[CH:9][CH:10]=2)[CH2:5][CH:4]([CH3:12])[N:3]=1>[Pd].C(O)C>[CH3:1][CH:2]1[C:11]2[C:6](=[CH:7][CH:8]=[CH:9][CH:10]=2)[CH2:5][CH:4]([CH3:12])[NH:3]1. Procedure: A reaction vessel was charged with acetonitrile which was held under a nitrogen blanket. With the reaction vessel cooled in an ice bath, stannic chloride was added gradually below the surface of the acetonitrile with stirring over a period of 2 hours 20 minutes. During the addition period, the temperature of the reaction mixture varied between 3° C. and 39° C. The mixture was allowed to stand overnight at room temperature. With the reaction mixture at 22° C., α-methylphenethyl chloride was added... The reactants are CC(=O)O, CCOC(=O)N1CCc2ccsc2CC1, ClC(Cl)Cl, O=C1CCC(=O)N1Br. Product: CCOC(=O)N1CCc2cc(Br)sc2CC1. As a reaction SMILES: [C:16]([OH:17])(=[O:18])[CH3:19].[CH2:1]([CH3:2])[O:3][C:4](=[O:5])[N:6]1[CH2:7][CH2:8][c:9]2[c:10]([cH:13][cH:14][s:15]2)[CH2:11][CH2:12]1.[Cl:28][CH:29]([Cl:30])[Cl:31].[O:20]=[C:21]1[N:22]([Br:27])[C:23](=[O:24])[CH2:25][CH2:26]1>>[CH2:1]([CH3:2])[O:3][C:4](=[O:5])[N:6]1[CH2:7][CH2:8][c:9]2[c:10]([cH:13][c:14]([Br:27])[s:15]2)[CH2:11][CH2:12]1.